Dataset: the Open Reaction Database (ORD), a public repository of structured organic reaction records. Task: describe an organic reaction: reactants, conditions, products, and yield The reactants are ice water, ClC1=NC(=C(C(=N1)Cl)Cl)Cl (2,4,5,6-tetrachloropyrimidine), C(C)(C)N(C(C)C)CC (N,N-di-iso-propylethylamine), C(=C)C1=CC=C(N)C=C1 (4-vinylaniline). Run in CC(=O)C (acetone). Conditions: time 2 hour. Yields the product C(=C)C1=CC=C(C=C1)NC1=NC(=NC(=C1Cl)Cl)Cl (4-(4-vinylphenylamino)-2,5,6-trichloropyrimidine). RXN SMILES: [Cl:1][C:2]1[N:7]=[C:6](Cl)[C:5]([Cl:9])=[C:4]([Cl:10])[N:3]=1.[CH:11]([C:13]1[CH:19]=[CH:18][C:16]([NH2:17])=[CH:15][CH:14]=1)=[CH2:12].C(N(CC)C(C)C)(C)C>CC(C)=O>[CH:11]([C:13]1[CH:19]=[CH:18][C:16]([NH:17][C:6]2[C:5]([Cl:9])=[C:4]([Cl:10])[N:3]=[C:2]([Cl:1])[N:7]=2)=[CH:15][CH:14]=1)=[CH2:12]. Reported procedure: To a solution of 21.8 g (0.1 moles) of 2,4,5,6-tetrachloropyrimidine in 150 ml of acetone being stirred at 0°-5° C. was added dropwise over a 1/2 hr. period a solution of 11.9 g (0.1 mole) of 4-vinylaniline and 12.9 g (0.1 mole) of N,N-di-iso-propylethylamine. After stirring for 2 hr. at room temperature, the product was isolated by pouring the reaction mixture into 1 of ice water. The solid was collected by filtration and dried in vacuo at room temperature to give 28 g. Recrystallization from a... Starting materials: C(C)(=O)NC1=C(C=C(C=C1)CCCCCCCCCCCC)[N+](=O)[O-] (N-acetyl-4-n-dodecyl-2-nitroaniline), C(C)O (ethanol), [OH-].[K+] (potassium hydroxide). Run in O (water). Product: C(CCCCCCCCCCC)C1=CC(=C(N)C=C1)[N+](=O)[O-] (4-n-Dodecyl-2-nitroaniline). Reaction SMILES: C([NH:4][C:5]1[CH:10]=[CH:9][C:8]([CH2:11][CH2:12][CH2:13][CH2:14][CH2:15][CH2:16][CH2:17][CH2:18][CH2:19][CH2:20][CH2:21][CH3:22])=[CH:7][C:6]=1[N+:23]([O-:25])=[O:24])(=O)C.C(O)C.[OH-].[K+]>O>[CH2:11]([C:8]1[CH:9]=[CH:10][C:5]([NH2:4])=[C:6]([N+:23]([O-:25])=[O:24])[CH:7]=1)[CH2:12][CH2:13][CH2:14][CH2:15][CH2:16][CH2:17][CH2:18][CH2:19][CH2:20][CH2:21][CH3:22] |f:2.3|. Reported procedure: In a 1-liter flask fitted with a stirrer and reflux condenser, 61.8 grams of N-acetyl-4-n-dodecyl-2-nitroaniline (prepared in Example 2b), 320 ml of ethanol and 64 ml of 40% aqueous potassium hydroxide solution are heated for 1 hour under reflux. The reaction mixture is cooled and then poured into 1.5 liters of water. The crude product is isolated by filtration, washed repeatedly with cold water and recrystallized from methanol. The above-named product is isolated as a solid melting at 69°-71° C...